Dataset: the Open Reaction Database (ORD), a public repository of structured organic reaction records. Task: describe an organic reaction: reactants, conditions, products, and yield The reactants are FC(C(=O)O)(F)F.FC(C(=O)O)(F)F.ClC=1C=NC=2NC=3C=CC=C(CCC4=C(C=CC(NC1N2)=C4)NC(C[C@H]4CNCCC4)=O)C3 (N-[6-chloro-2,4,8,22-tetraazatetracyclo[14.3.1.1(3,7).1(9,13)]docosa-1(20),3(22),4,6,9(21),10,12,16,18-nonaen-12-yl]-2-[(3S)-piperidin-3-yl]acetamide bis(trifluoroacetate)), C1(=CC=CC=C1)N=C=O (phenyl isocyanate). The product is FC(C(=O)O)(F)F.ClC=1C=NC=2NC=3C=CC=C(CCC4=C(C=CC(NC1N2)=C4)NC(C[C@H]4CN(CCC4)C(=O)NC4=CC=CC=C4)=O)C3 ((3S)-3-(2-{[6-Chloro-2,4,8,22-tetraazatetracyclo[14.3.1.1(3,7).1(9,13)]docosa-1(20),3(22),4,6,9(21),10,12,16,18-nonaen-12-yl]amino}-2-oxoethyl)-N-phenylpiperidine-1-carboxamide trifluoroacetate). Isolated yield 40.0%. RXN SMILES: [F:1][C:2]([F:7])([F:6])[C:3]([OH:5])=[O:4].FC(F)(F)C(O)=O.[Cl:15][C:16]1[CH:17]=[N:18][C:19]2[NH:20][C:21]3[CH:22]=[CH:23][CH:24]=[C:25]([CH:47]=3)[CH2:26][CH2:27][C:28]3[CH:36]=[C:32]([NH:33][C:34]=1[N:35]=2)[CH:31]=[CH:30][C:29]=3[NH:37][C:38](=[O:46])[CH2:39][C@@H:40]1[CH2:45][CH2:44][CH2:43][NH:42][CH2:41]1.[C:48]1([N:54]=[C:55]=[O:56])[CH:53]=[CH:52][CH:51]=[CH:50][CH:49]=1>>[F:1][C:2]([F:7])([F:6])[C:3]([OH:5])=[O:4].[Cl:15][C:16]1[CH:17]=[N:18][C:19]2[NH:20][C:21]3[CH:22]=[CH:23][CH:24]=[C:25]([CH:47]=3)[CH2:26][CH2:27][C:28]3[CH:36]=[C:32]([NH:33][C:34]=1[N:35]=2)[CH:31]=[CH:30][C:29]=3[NH:37][C:38](=[O:46])[CH2:39][C@@H:40]1[CH2:45][CH2:44][CH2:43][N:42]([C:55]([NH:54][C:48]2[CH:53]=[CH:52][CH:51]=[CH:50][CH:49]=2)=[O:56])[CH2:41]1 |f:0.1.2,4.5|. Procedure details: The desired compound was prepared according to the procedure of Example D41 using N-[6-chloro-2,4,8,22-tetraazatetracyclo[14.3.1.1(3,7).1(9,13)]docosa-1(20),3(22),4,6,9(21),10,12,16,18-nonaen-12-yl]-2-[(3S)-piperidin-3-yl]acetamide bis(trifluoroacetate) and phenyl isocyanate as the starting materials in 40% yield. LCMS for C32H33ClN7O2 (M+H)+: m/z=582.2. Reactants: [Al+3], Cc1csc(CC(=O)Cl)c1, [Cl-], [Cl-], [Cl-], Fc1ccccc1, O. The product is Cc1csc(CC(=O)c2ccc(F)cc2)c1. Reaction SMILES: [Al+3:2].[CH3:5][c:6]1[cH:7][c:8]([CH2:11][C:12](=[O:13])[Cl:14])[s:9][cH:10]1.[Cl-:1].[Cl-:3].[Cl-:4].[F:16][c:17]1[cH:18][cH:19][cH:20][cH:21][cH:22]1.[OH2:15]>>[CH3:5][c:6]1[cH:7][c:8]([CH2:11][C:12](=[O:13])[c:20]2[cH:19][cH:18][c:17]([F:16])[cH:22][cH:21]2)[s:9][cH:10]1. Reactants: COC(C1=C(C(=CC(=C1)C(F)(F)F)C)N(CCCC(=O)OC)C(=O)OC(C)(C)C)=O (methyl 2-[tert-Butoxycarbonyl-(3-methoxycarbonyl-propyl)-amino]-5-trifluoromethyl-benzoic acid methyl ester), CC(C)([O-])C.[K+] (potassium tert-butoxide), C(C)(=O)O (acetic acid), O (water). Run in C1(=CC=CC=C1)C (toluene), C1(=CC=CC=C1)C (toluene), ClCCl (dichloromethane). Reaction conditions: temperature 100 celsius, time 30 minute. Product: FC(C1=CC2=C(NCCCC2=O)C=C1)(F)F (7-Trifluoromethyl-1,2,3,4-tetrahydro-benzo[b]azepin-5-one), solid. Yield: 45.0%. RXN SMILES: COC(=O)[C:4]1[CH:9]=[C:8]([C:10]([F:13])([F:12])[F:11])[CH:7]=[C:6](C)[C:5]=1[N:15](C(OC(C)(C)C)=O)[CH2:16][CH2:17][CH2:18][C:19]([O:21]C)=O.CC(C)([O-])C.[K+].C(O)(=O)C.O>C1(C)C=CC=CC=1.ClCCl>[F:13][C:10]([F:11])([F:12])[C:8]1[CH:9]=[CH:4][C:5]2[NH:15][CH2:16][CH2:17][CH2:18][C:19](=[O:21])[C:6]=2[CH:7]=1 |f:1.2|. Procedure: Add a solution of methyl 2-[tert-Butoxycarbonyl-(3-methoxycarbonyl-propyl)-amino]-5-trifluoromethyl-benzoic acid methyl ester (0.5 g, 1.3 mmol) in toluene (25 mL) to a suspension of potassium tert-butoxide (0.3 g, 2.6 mmol) in toluene (75 mL) at 70° C., under an atmosphere of nitrogen, over a period of 30 min. After 2 h, cool the reaction to room temperature and quench the reaction with acetic acid (2.6 mmol). Dilute the reaction with water (100 mL) and dichloromethane (100 mL). Separate the org... Starting materials: C(Cl)(Cl)Cl.CO (chloroform methanol), 2,3-O-isopropylidene-L-ribofuranose, O1CCOCC1 (dioxane). The solvent is O (water), Cl (hydrochloric acid). Reaction conditions: temperature 40 celsius, time 24 hour. The product is O=C[C@@H](O)[C@@H](O)[C@@H](O)CO (L-ribose). The yield is 70.0%. Reaction SMILES: C(Cl)(Cl)Cl.[CH3:5][OH:6].[O:7]1[CH2:12][CH2:11][O:10]CC1>O.Cl>[O:6]=[CH:5][C@H:12]([C@H:11]([C@H:12]([CH2:11][OH:10])[OH:7])[OH:10])[OH:7] |f:0.1|. Reported procedure: 2,3-O-isopropylidene-L-ribofuranose (4.0 g) prepared in Example 2 was dissolved in a solvent mixture of dioxane (8 ml) and water (8 ml), and 1.0N hydrochloric acid solution (200 μl) was added thereto. The reaction proceeded for about 24 hours while maintaining the temperature in the reaction vessel of 40° C. After TLC revealed the completion of reaction, the solvent was removed by distillation under reduced pressure. The residue was dissolved in water (15 ml) which was then washed with ethyl ace... The reactants are CCN=C=O, ClCCl, Nc1nccn2c(CC3CCNCC3)nc(-c3ccc4ccc(-c5ccccc5)nc4c3)c12. Yields the product CCNC(=O)N1CCC(Cc2nc(-c3ccc4ccc(-c5ccccc5)nc4c3)c3c(N)nccn23)CC1. As a reaction SMILES: [CH2:34]([CH3:35])[N:36]=[C:37]=[O:38].[Cl:39][CH2:40][Cl:41].[c:1]1(-[c:7]2[n:8][c:9]3[cH:10][c:11](-[c:17]4[n:18][c:19]([CH2:27][CH:28]5[CH2:29][CH2:30][NH:31][CH2:32][CH2:33]5)[n:20]5[c:21]4[c:22]([NH2:26])[n:23][cH:24][cH:25]5)[cH:12][cH:13][c:14]3[cH:15][cH:16]2)[cH:2][cH:3][cH:4][cH:5][cH:6]1>>[c:1]1(-[c:7]2[n:8][c:9]3[cH:10][c:11](-[c:17]4[n:18][c:19]([CH2:27][CH:28]5[CH2:29][CH2:30][N:31]([C:37]([NH:36][CH2:34][CH3:35])=[O:38])[CH2:32][CH2:33]5)[n:20]5[c:21]4[c:22]([NH2:26])[n:23][cH:24][cH:25]5)[cH:12][cH:13][c:14]3[cH:15][cH:16]2)[cH:2][cH:3][cH:4][cH:5][cH:6]1. Reactants: COc1ccccc1N1CCNCC1, CCO, CC(=O)Cc1ccc(OCC2CO2)cc1. The product is COc1ccccc1N1CCN(CC(O)COc2ccc(CC(C)=O)cc2)CC1. As a reaction SMILES: [CH3:16][O:17][c:18]1[c:19]([N:24]2[CH2:25][CH2:26][NH:27][CH2:28][CH2:29]2)[cH:20][cH:21][cH:22][cH:23]1.[CH3:30][CH2:31][OH:32].[O:1]1[CH:2]([CH2:3][O:4][c:5]2[cH:6][cH:7][c:8]([CH2:11][C:12]([CH3:13])=[O:14])[cH:9][cH:10]2)[CH2:15]1>>[OH:1][CH:2]([CH2:3][O:4][c:5]1[cH:6][cH:7][c:8]([CH2:11][C:12]([CH3:13])=[O:14])[cH:9][cH:10]1)[CH2:15][N:27]1[CH2:26][CH2:25][N:24]([c:19]2[c:18]([O:17][CH3:16])[cH:23][cH:22][cH:21][cH:20]2)[CH2:29][CH2:28]1. Starting materials: CC1=C(NC=CC1=O)COC=1C=C(C#N)C=C(C1)OCC1CCOCC1 (3-[(3-methyl-4-oxo-1,4-dihydropyridin-2-yl)methoxy]-5-(tetrahydro-2H-pyran-4-ylmethoxy)benzonitrile), [N-]=[N+]=[N-].[Na+] (sodium azide), [Cl-].[NH4+] (ammonium chloride). Run in CN(C)C=O (DMF). Run at temperature 100 celsius, time 24 hour. The product is CC1=C(NC2=CC=CC=C2C1=O)COC1=CC(=CC(=C1)C1=NN=NN1)OCC1CCOCC1 (3-methyl-2-{[3-(tetrahydro-2H-pyran-4-ylmethoxy)-5-(1H-tetrazol-5-yl)phenoxy]methyl}quinolin-4(1H)-one). The yield is 58.6%. RXN SMILES: [CH3:1][C:2]1[C:7](=[O:8])[CH:6]=[CH:5][NH:4][C:3]=1[CH2:9][O:10][C:11]1[CH:12]=[C:13]([CH:16]=[C:17]([O:19][CH2:20][CH:21]2[CH2:26][CH2:25][O:24][CH2:23][CH2:22]2)[CH:18]=1)[C:14]#[N:15].[N-:27]=[N+:28]=[N-:29].[Na+].[Cl-].[NH4+]>CN(C=O)C>[CH3:1][C:2]1[C:7](=[O:8])[C:6]2[C:5](=[CH:1][CH:2]=[CH:3][CH:9]=2)[NH:4][C:3]=1[CH2:9][O:10][C:11]1[CH:12]=[C:13]([C:14]2[NH:29][N:28]=[N:27][N:15]=2)[CH:16]=[C:17]([O:19][CH2:20][CH:21]2[CH2:22][CH2:23][O:24][CH2:25][CH2:26]2)[CH:18]=1 |f:1.2,3.4|. Procedure details: To a solution of 3-[(3-methyl-4-oxo-1,4-dihydropyridin-2-yl)methoxy]-5-(tetrahydro-2H-pyran-4-ylmethoxy)benzonitrile (100 mg) in DMF (2 mL) were added sodium azide (18 mg) and ammonium chloride (15 mg), followed by stirring at 100° C. for 24 hours. The reaction mixture was concentrated under reduced pressure, and the residue was dissolved in a 1M aqueous sodium hydroxide solution and washed with diethyl ether. The aqueous layer was adjusted to a pH of 2 by adding 1M hydrochloric acid, followed b... Reactants: OC1=CC=C(C=C1)CCO (2-(4-Hydroxyphenyl)ethanol), O (H2O), C(=O)([O-])[O-].[K+].[K+] (K2CO3), FC1=NC=CC(=C1)C(F)(F)F (2-fluoro-4-trifluoromethylpyridine). Solvent: CS(=O)C (DMSO). Run at temperature 25 celsius, time 20 hour. The product is FC(C1=CC(=NC=C1)OC1=CC=C(C=C1)CCO)(F)F (2-[4-(4-trifluoromethylpyridin-2-yloxy)-phenyl]-ethanol). Yield: 75.4%. RXN SMILES: [OH:1][C:2]1[CH:7]=[CH:6][C:5]([CH2:8][CH2:9][OH:10])=[CH:4][CH:3]=1.C([O-])([O-])=O.[K+].[K+].F[C:18]1[CH:23]=[C:22]([C:24]([F:27])([F:26])[F:25])[CH:21]=[CH:20][N:19]=1.O>CS(C)=O>[F:25][C:24]([F:27])([F:26])[C:22]1[CH:21]=[CH:20][N:19]=[C:18]([O:1][C:2]2[CH:7]=[CH:6][C:5]([CH2:8][CH2:9][OH:10])=[CH:4][CH:3]=2)[CH:23]=1 |f:1.2.3|. Procedure: 2-(4-Hydroxyphenyl)ethanol (4.0 g, 29 mmol), K2CO3 (8.0 g, 58 mmol) and 2-fluoro-4-trifluoromethylpyridine (3.6 g, 22 mmol) were combined in DMSO (30 mL) and stirred at 25° C. for 20 h. The mixture was poured into H2O and extracted twice with Et2O. The combined Et2O extracts were washed with 1M NaOH, H2O, brine, and concentrated in vacuo to give 2-[4-(4-trifluoromethylpyridin-2-yloxy)-phenyl]-ethanol (4.7 g; 57%), mp 78-79° C.; EIMS m/z 283; 1H NMR (300 MHz, DMSO-d6) δ 8.38 (d, J=5.3 Hz, 1H), 7.... Yields the product ClC1=C(OC2=C3C(=NC=C2)C=C(S3)C(=O)N3CCCC3)C(=CC(=C1)[N+](=O)[O-])Cl ((7-(2,6-Dichloro-4-nitrophenoxy)thieno[3,2-b]pyridin-2-yl)(pyrrolidin-1-yl)methanone). Isolated yield 69.0%. Reaction SMILES: Cl[C:2]1[CH:7]=[CH:6][N:5]=[C:4]2[CH:8]=[C:9]([C:11]([N:13]3[CH2:17][CH2:16][CH2:15][CH2:14]3)=[O:12])[S:10][C:3]=12.FC1C=C([N+]([O-])=O)C=CC=1OC1C=CN=C2C=C(C(N(C)C)=O)SC=12.[Cl:43][C:44]1[CH:49]=[C:48]([N+:50]([O-:52])=[O:51])[CH:47]=[C:46]([Cl:53])[C:45]=1[OH:54]>>[Cl:43][C:44]1[CH:49]=[C:48]([N+:50]([O-:52])=[O:51])[CH:47]=[C:46]([Cl:53])[C:45]=1[O:54][C:2]1[CH:7]=[CH:6][N:5]=[C:4]2[CH:8]=[C:9]([C:11]([N:13]3[CH2:17][CH2:16][CH2:15][CH2:14]3)=[O:12])[S:10][C:3]=12. Procedure details: Starting from the compound 139 and following the procedure described above for the synthesis of compound 6 (scheme 1, example 1) but replacing 2-fluoro-4-nitrophenol with 2,6-dichloro-4-nitrophenol, title compound 140 was obtained in 69% yield. LRMS (M+1) 438.0 (100%), 439.1 (20%), 440.1 (70%). Starting materials: ClC1=C2C(=NC=C1)C=C(S2)C(=O)N2CCCC2 ((7-Chlorothieno[3,2-b]pyridin-2-yl)(pyrrolidin-1-yl)methanone), FC1=C(OC2=C3C(=NC=C2)C=C(S3)C(=O)N(C)C)C=CC(=C1)[N+](=O)[O-] (7-(2-Fluoro-4-nitrophenoxy)-N,N-dimethylthieno[3,2-b]pyridine-2-carboxamide), ClC1=C(C(=CC(=C1)[N+](=O)[O-])Cl)O (2,6-dichloro-4-nitrophenol).